Dataset: the Open Reaction Database (ORD), a public repository of structured organic reaction records. Task: describe an organic reaction: reactants, conditions, products, and yield Reactants: CC(C)(C)[O-], COC(=O)CCC(=O)c1ccc(Cl)c(Cl)c1, [K+], O, c1ccccc1. Product: C=C(CCC(=O)OC)c1ccc(Cl)c(Cl)c1. As a reaction SMILES: [CH3:1][C:2]([CH3:3])([O-:4])[CH3:5].[Cl:7][c:8]1[cH:9][c:10]([C:15]([CH2:16][CH2:17][C:18](=[O:19])[O:20][CH3:21])=[O:22])[cH:11][cH:12][c:13]1[Cl:14].[K+:6].[OH2:23].[cH:24]1[cH:25][cH:26][cH:27][cH:28][cH:29]1>>[CH2:1]=[C:15]([c:10]1[cH:9][c:8]([Cl:7])[c:13]([Cl:14])[cH:12][cH:11]1)[CH2:16][CH2:17][C:18](=[O:19])[O:20][CH3:21].